The task is: describe an organic reaction: reactants, conditions, products, and yield. This data is from the Open Reaction Database (ORD), a public repository of structured organic reaction records. Starting materials: O=S1(CC(CN(C2=C1C=CC=C2)C=O)=O)=O (1,1-Dioxo-5-N-formyl-2,3,4,5-tetrahydro-[1,5]-benzothiazepine-3-one), ClC1=C(C=O)C=CC=C1Cl (2,3-dichlorobenzaldehyde), N\C(=C/C(=O)OCC)\C (ethyl 3-aminocrotonate). The solvent is C(C)O (ethanol). Yields the product ClC1=C(C=CC=C1Cl)C1C(=C(NC2=C1S(C1=C(N(C2)C=O)C=CC=C1)(=O)=O)C)C(=O)OCC (Ethyl 4-(2,3-Dichlorophenyl)-5,5-dioxo-10-formyl-2-methyl-1,4,10,11-tetrahydropyrido[3,2-b][1,5]-benzothiazepine-3-carboxylate). Isolated yield 86.4%. As a reaction SMILES: [O:1]=[S:2]1(=[O:16])[C:8]2[CH:9]=[CH:10][CH:11]=[CH:12][C:7]=2[N:6]([CH:13]=[O:14])[CH2:5][C:4](=O)[CH2:3]1.[Cl:17][C:18]1[C:25]([Cl:26])=[CH:24][CH:23]=[CH:22][C:19]=1[CH:20]=O.[NH2:27]/[C:28](/[CH3:35])=[CH:29]\[C:30]([O:32][CH2:33][CH3:34])=[O:31]>C(O)C>[Cl:17][C:18]1[C:25]([Cl:26])=[CH:24][CH:23]=[CH:22][C:19]=1[CH:20]1[C:3]2[S:2](=[O:16])(=[O:1])[C:8]3[CH:9]=[CH:10][CH:11]=[CH:12][C:7]=3[N:6]([CH:13]=[O:14])[CH2:5][C:4]=2[NH:27][C:28]([CH3:35])=[C:29]1[C:30]([O:32][CH2:33][CH3:34])=[O:31]. Procedure details: A solution of 1,1-dioxo-5-N-formyl-2,3,4,5-tetrahydro-[1,5]-benzothiazepin-3-one (0.410 g, 1.71 mmole) from Example 16, 2,3-dichlorobenzaldehyde (0.297 g, 1.71 mmole) and ethyl 3-aminocrotonate (0.219 g, 1.71 mmole) in 7 mL of ethanol was heated to reflux for 18 hours. The solvent was removed under reduced pressure and the residue was chromatographed (silica gel, 1:1 hexane:ethyl acetate) to obtain the product as an oil (0.75 g, 86% yield). The product was recrystallized from chloroform-ether. The reactants are ClC1=CC=C(C=C1)C1=NOC2=C1CCC(CC2)C(=O)OC (methyl 3-(4-chlorophenyl)-5,6,7,8-tetrahydro-4H-cyclohept[d]isoxazole-6-carboxylate), C(C)(C)[N-]C(C)C.[Li+] (lithium diisopropylamide), solution, C(CCC)[Li] (n-butyllithium), C(C)(C)NC(C)C (diisopropylamine), ice water, CI (methyl iodide). Run in O1CCCC1 (tetrahydrofuran), CCCCCC (hexane), O1CCCC1 (tetrahydrofuran), O1CCCC1 (tetrahydrofuran). Run at temperature 10 celsius, time 0.5 hour. The product is ClC1=CC=C(C=C1)C1=NOC2=C1CCC(CC2)(C(=O)OC)C (methyl 3-(4-chlorophenyl)-5,6,7,8-tetrahydro-6-methyl-4H-cyclohept[d]isoxazole-6-carboxylate). Reaction SMILES: [Cl:1][C:2]1[CH:7]=[CH:6][C:5]([C:8]2[C:12]3[CH2:13][CH2:14][CH:15]([C:18]([O:20][CH3:21])=[O:19])[CH2:16][CH2:17][C:11]=3[O:10][N:9]=2)=[CH:4][CH:3]=1.[CH:22]([N-]C(C)C)(C)C.[Li+].C([Li])CCC.C(NC(C)C)(C)C.CI>O1CCCC1.CCCCCC>[Cl:1][C:2]1[CH:3]=[CH:4][C:5]([C:8]2[C:12]3[CH2:13][CH2:14][C:15]([CH3:22])([C:18]([O:20][CH3:21])=[O:19])[CH2:16][CH2:17][C:11]=3[O:10][N:9]=2)=[CH:6][CH:7]=1 |f:1.2|. Procedure: 3.06 g (0.01 mol) of methyl 3-(4-chlorophenyl)-5,6,7,8-tetrahydro-4H-cyclohept[d]isoxazole-6-carboxylate in 20 ml of dry tetrahydrofuran were added at -70° C. to a solution of lithium diisopropylamide prepared by adding 6 ml of a 2.5M solution of n-butyllithium in hexane over a period of 0.25 hour to a solution of 1.5 g (0.01015 mol) of diisopropylamine in 40 ml of tetrahydrofuran at -70° C. After stirring for 0.5 hour, 2.13 g (0.015 mol) of methyl iodide in 5 ml of tetrahydrofuran were added an... Product: CN(C=CC(=O)C1=CC(=NC=C1)Cl)C (3-dimethylamino-1-(2-chloro-4-pyridyl)-2-propen-1-one). Reaction SMILES: [C:1]([C:4]1[CH:9]=[CH:8][N:7]=[C:6]([Cl:10])[CH:5]=1)(=[O:3])[CH3:2].C(O[CH:14](OCC)[N:15]([CH3:17])[CH3:16])C>>[CH3:14][N:15]([CH3:17])[CH:16]=[CH:2][C:1]([C:4]1[CH:9]=[CH:8][N:7]=[C:6]([Cl:10])[CH:5]=1)=[O:3]. Procedure details: 16.2 g (104.2 mmol) of 4-acetyl-2-chloro-pyridine are stirred at 110° with 116 ml of dimethylformamide diethylacetal for 1 h. Cooling to 0°, filtering and drying at 60° under HV give 3-dimethylamino-1-(2-chloro-4-pyridyl)-2-propen-1-one; 1H-NMR (dimethyl sulfoxide): 2.98 (3H,s), 3.2 (3H,s), 5.9 (1H,d), 7.8 (3H,m), 8.5 (1H Reactants: C(C)(=O)C1=CC(=NC=C1)Cl (4-acetyl-2-chloro-pyridine), C(C)OC(N(C)C)OCC (dimethylformamide diethylacetal). The reactants are ClC1C(C2CCC1C2)S(=O)(=O)N=C=O (3-chlorobicyclo[2.2.1]hept-2-ylsulfonyl isocyanate), NC1=NC(=CC(=N1)C)C (2-amino-4,6-dimethylpyrimidine). Run in ClCCl (dichloromethane). Reaction conditions: temperature 0 celsius, time 2 hour. Yields the product CC1=NC(=NC(=C1)C)NC(=O)NS(=O)(=O)C1C2CCC(C1Cl)C2 (N-[(4,6-dimethylpyrimidin-2-yl)aminocarbonyl]-3-chlorobicyclo[2.2.1]hept-2-ylsulfonamide). The yield is 65.5%. RXN SMILES: [Cl:1][CH:2]1[CH:7]2[CH2:8][CH:4]([CH2:5][CH2:6]2)[CH:3]1[S:9]([N:12]=[C:13]=[O:14])(=[O:11])=[O:10].[NH2:15][C:16]1[N:21]=[C:20]([CH3:22])[CH:19]=[C:18]([CH3:23])[N:17]=1>ClCCl>[CH3:23][C:18]1[CH:19]=[C:20]([CH3:22])[N:21]=[C:16]([NH:15][C:13]([NH:12][S:9]([CH:3]2[CH:2]([Cl:1])[CH:7]3[CH2:8][CH:4]2[CH2:5][CH2:6]3)(=[O:10])=[O:11])=[O:14])[N:17]=1. Procedure: 14.1 g (0.06 mole) of 3-chlorobicyclo[2.2.1]hept-2-ylsulfonyl isocyanate in 100 ml of dichloromethane were initially introduced and 7.4 g (0.06 mole) of 2-amino-4,6-dimethylpyrimidine were added in portions at 0° C. The mixture was initially stirred at 0° C. for 2 hours and then at room temperature for 18 hours and then worked up in analogy to Example 5. 14.1 g (66% of theory) of N-[(4,6-dimethylpyrimidin-2-yl)aminocarbonyl]-3-chlorobicyclo[2.2.1]hept-2-ylsulfonamide were obtained (viscous oil). Starting materials: C(C1=CC=CC=C1)OC1=C(C=C(C=C1)[C@H](CBr)O)CO[Si](C)(C)C(C)(C)C ((R)-1-[4-(Benzyloxy)-3-[[(tert-butyldimethylsilyl)oxy]methyl]phenyl]-2-bromoethanol), CC(C)(C)[Si](C)(C)Cl (TBSCl). The product is C(C1=CC=CC=C1)OC1=C(C=C(C=C1)[C@H](CBr)O[Si](C)(C)C(C)(C)C)CO[Si](C)(C)C(C)(C)C ((R)-[1-[4-(Benzyloxy)-3-[[(tert-butyldimethylsilyl)oxy]methyl]phenyl]-2-bromoethoxy](tert-butyl)dimethylsilane). Reaction SMILES: [CH2:1]([O:8][C:9]1[CH:14]=[CH:13][C:12]([C@@H:15]([OH:18])[CH2:16][Br:17])=[CH:11][C:10]=1[CH2:19][O:20][Si:21]([C:24]([CH3:27])([CH3:26])[CH3:25])([CH3:23])[CH3:22])[C:2]1[CH:7]=[CH:6][CH:5]=[CH:4][CH:3]=1.[CH3:28][C:29]([Si:32](Cl)([CH3:34])[CH3:33])([CH3:31])[CH3:30]>>[CH2:1]([O:8][C:9]1[CH:14]=[CH:13][C:12]([C@@H:15]([O:18][Si:32]([C:29]([CH3:31])([CH3:30])[CH3:28])([CH3:34])[CH3:33])[CH2:16][Br:17])=[CH:11][C:10]=1[CH2:19][O:20][Si:21]([C:24]([CH3:27])([CH3:26])[CH3:25])([CH3:22])[CH3:23])[C:2]1[CH:3]=[CH:4][CH:5]=[CH:6][CH:7]=1. Procedure details: The title compound was synthesized in a manner analogous to that described for Intermediate 5. Excess TBSCl and a higher reaction temperature were used. Reactants: FC(C)(F)C=1C(=NOC1C1=CC=CC=C1)C(=O)O (4-(1,1-difluoroethyl)-5-phenylisoxazole-3-carboxylic acid), C=1C=CC2=C(C1)N=NN2O (HOBt), C(C)(C)N(CC)C(C)C (diisopropylethylamine), C(CCl)Cl (EDC), O\N=C(/N)\C1=CC=C(CN2CC(C2)C(=O)OC(C)(C)C)C=C1 ((Z)-tert-butyl 1-(4-(N′-hydroxycarbamimidoyl)benzyl)azetidine-3-carboxylate). The solvent is C(C)#N (acetonitrile). Reaction conditions: temperature 80 celsius, time 2 hour. The product is FC(CC)(F)C=1C(=NOC1C1=CC=CC=C1)C1=NC(=NO1)C1=CC=C(CN2CC(C2)C(=O)OC(C)(C)C)C=C1 (tert-butyl 1-(4-(5-(4-(1,1-difluoropropyl)-5-phenylisoxazol-3-yl)-1,2,4-oxadiazol-3-yl)benzyl)azetidine-3-carboxylate). RXN SMILES: [F:1][C:2]([C:5]1[C:6]([C:16]([OH:18])=O)=[N:7][O:8][C:9]=1[C:10]1[CH:15]=[CH:14][CH:13]=[CH:12][CH:11]=1)([F:4])[CH3:3].[CH:19]1C=CC2N(O)N=NC=2C=1.C(N(C(C)C)CC)(C)C.C(Cl)CCl.O/[N:43]=[C:44](/[C:46]1[CH:63]=[CH:62][C:49]([CH2:50][N:51]2[CH2:54][CH:53]([C:55]([O:57][C:58]([CH3:61])([CH3:60])[CH3:59])=[O:56])[CH2:52]2)=[CH:48][CH:47]=1)\[NH2:45]>C(#N)C>[F:4][C:2]([C:5]1[C:6]([C:16]2[O:18][N:45]=[C:44]([C:46]3[CH:63]=[CH:62][C:49]([CH2:50][N:51]4[CH2:54][CH:53]([C:55]([O:57][C:58]([CH3:61])([CH3:60])[CH3:59])=[O:56])[CH2:52]4)=[CH:48][CH:47]=3)[N:43]=2)=[N:7][O:8][C:9]=1[C:10]1[CH:11]=[CH:12][CH:13]=[CH:14][CH:15]=1)([F:1])[CH2:3][CH3:19]. Procedure: A solution of 4-(1,1-difluoroethyl)-5-phenylisoxazole-3-carboxylic acid (58.7 mg, 0.232 mmol), HOBt (64.0 mg, 0.418 mmol), and diisopropylethylamine (0.162 mL, 0.928 mmol) in acetonitrile (2 mL) was added EDC (105 mg, 0.545 mmol) and (Z)-tert-butyl 1-(4-(N′-hydroxycarbamimidoyl)benzyl)azetidine-3-carboxylate (Int.1, 70.8 mg, 0.232 mmol). The reaction mixture was stirred at 80° C. for 2 h and then concentrated. The residue was diluted with ethyl acetate (3 mL), washed with a saturated aqueous sol... Reactants: BrCc1ccccn1, Br, C1CCOC1, Cc1cc(C#Cc2c[nH]c(C)n2)ccn1, [H-], [Na+], O. Yields the product Cc1cc(C#Cc2cn(Cc3ccccn3)c(C)n2)ccn1. As a reaction SMILES: [Br:19][CH2:20][c:21]1[n:22][cH:23][cH:24][cH:25][cH:26]1.[BrH:18].[CH2:28]1[O:29][CH2:30][CH2:31][CH2:32]1.[CH3:3][c:4]1[n:5][cH:6][cH:7][c:8]([C:10]#[C:11][c:12]2[n:13][c:14]([CH3:17])[nH:15][cH:16]2)[cH:9]1.[H-:1].[Na+:2].[OH2:27]>>[CH3:3][c:4]1[n:5][cH:6][cH:7][c:8]([C:10]#[C:11][c:12]2[n:13][c:14]([CH3:17])[n:15]([CH2:20][c:21]3[n:22][cH:23][cH:24][cH:25][cH:26]3)[cH:16]2)[cH:9]1. Starting materials: CCOC(=O)c1cn(-c2ccc3c(c2)CCC3)c2nc(S(C)(=O)=O)ncc2c1=O, CN(C)CC(O)COc1ccc(N)cc1. The product is CCOC(=O)c1cn(-c2ccc3c(c2)CCC3)c2nc(Nc3ccc(OCC(O)CN(C)C)cc3)ncc2c1=O. RXN SMILES: [CH2:16]([CH3:17])[O:18][C:19](=[O:20])[c:21]1[c:22](=[O:44])[c:23]2[c:24]([n:25][c:26]([S:29]([CH3:30])(=[O:31])=[O:32])[n:27][cH:28]2)[n:33](-[c:35]2[cH:36][c:37]3[c:41]([cH:42][cH:43]2)[CH2:40][CH2:39][CH2:38]3)[cH:34]1.[NH2:1][c:2]1[cH:3][cH:4][c:5]([O:6][CH2:7][CH:8]([CH2:9][N:10]([CH3:11])[CH3:12])[OH:13])[cH:14][cH:15]1>>[NH:1]([c:2]1[cH:3][cH:4][c:5]([O:6][CH2:7][CH:8]([CH2:9][N:10]([CH3:11])[CH3:12])[OH:13])[cH:14][cH:15]1)[c:26]1[n:25][c:24]2[c:23]([c:22](=[O:44])[c:21]([C:19]([O:18][CH2:16][CH3:17])=[O:20])[cH:34][n:33]2-[c:35]2[cH:36][c:37]3[c:41]([cH:42][cH:43]2)[CH2:40][CH2:39][CH2:38]3)[cH:28][n:27]1. Reactants: C(#N)C=1C=CC2=C(C=3SC(=CC3CCO2)C(=O)O)C1 (9-cyano-4,5-dihydro-6-oxa-1-thia-benzo[e]azulene-2-carboxylic acid), S(=O)(Cl)Cl (thionyl chloride), C([O-])([O-])=O.[K+].[K+] (Potassium carbonate), ClC=1C=C(C(=O)NC)C=CC1NC (3-chloro-N-methyl-4-methylamino-benzamide). The solvent is C1(=CC=CC=C1)C (toluene), O (Water), C(C)#N (acetonitrile). Run at temperature 80 celsius, time 16 hour. Yields the product ClC1=C(C=CC(=C1)C(NC)=O)N(C(=O)C1=CC2=C(C3=C(OCC2)C=CC(=C3)C#N)S1)C (N-(2-chloro-4-(methylcarbamoyl)phenyl)-9-cyano-N-methyl-4,5-dihydrobenzo[b]thieno[2,3-d]oxepine-2-carboxamide). As a reaction SMILES: [C:1]([C:3]1[CH:4]=[CH:5][C:6]2[O:15][CH2:14][CH2:13][C:12]3[CH:11]=[C:10]([C:16]([OH:18])=O)[S:9][C:8]=3[C:7]=2[CH:19]=1)#[N:2].S(Cl)(Cl)=O.C(=O)([O-])[O-].[K+].[K+].[Cl:30][C:31]1[CH:32]=[C:33]([CH:38]=[CH:39][C:40]=1[NH:41][CH3:42])[C:34]([NH:36][CH3:37])=[O:35]>C1(C)C=CC=CC=1.C(#N)C.O>[Cl:30][C:31]1[CH:32]=[C:33]([C:34](=[O:35])[NH:36][CH3:37])[CH:38]=[CH:39][C:40]=1[N:41]([CH3:42])[C:16]([C:10]1[S:9][C:8]2[C:7]3[CH:19]=[C:3]([C:1]#[N:2])[CH:4]=[CH:5][C:6]=3[O:15][CH2:14][CH2:13][C:12]=2[CH:11]=1)=[O:18] |f:2.3.4|. Reported procedure: To a solution of 9-cyano-4,5-dihydro-6-oxa-1-thia-benzo[e]azulene-2-carboxylic acid (300 mg) in toluene (10 mL) was added thionyl chloride (2 mL) and the reaction heated at 80° C. for 2 h. After cooling to room temperature, the solvent was reduced in vacuo and the residue redissolved in acetonitrile (10 mL). Potassium carbonate (306 mg) and 3-chloro-N-methyl-4-methylamino-benzamide from Example 21 (263 mg) were added and the reaction stirred at room temperature for 16 h. Water (20 mL) was added ...